This data is from the Open Reaction Database (ORD), a public repository of structured organic reaction records. The task is: describe an organic reaction: reactants, conditions, products, and yield Starting materials: [BH4-].[Na+] (sodium borohydride), FC1=C(OC2=NC(=C(C#N)C=C2)OC)C=CC(=C1C=O)B1OC(C(O1)(C)C)(C)C (6-(2-fluoro-3-formyl-4-(4,4,5,5-tetramethyl-1,3,2-dioxaborolan-2-yl)phenoxy)-2-methoxynicotinonitrile), [BH4-].[Na+] (Sodium borohydride), [BH4-].[Na+] (sodium borohydride), Cl (HCl). Run in CO (methanol). Reaction conditions: temperature 0 celsius, time 5 minute. The product is FC1=C(C=CC=2B(OCC21)O)OC2=NC(=C(C#N)C=C2)OC (6-(4-fluoro-1-hydroxy-1,3-dihydrobenzo[c][1,2]oxaborol-5-yloxy)-2-methoxynicotinonitrile). The yield is 20.1%. RXN SMILES: [F:1][C:2]1[C:18]([CH:19]=O)=[C:17]([B:21]2[O:25]C(C)(C)C(C)(C)[O:22]2)[CH:16]=[CH:15][C:3]=1[O:4][C:5]1[CH:12]=[CH:11][C:8]([C:9]#[N:10])=[C:7]([O:13][CH3:14])[N:6]=1.[BH4-].[Na+].Cl>CO>[F:1][C:2]1[C:18]2[CH2:19][O:22][B:21]([OH:25])[C:17]=2[CH:16]=[CH:15][C:3]=1[O:4][C:5]1[CH:12]=[CH:11][C:8]([C:9]#[N:10])=[C:7]([O:13][CH3:14])[N:6]=1 |f:1.2|. Procedure: A solution of 6-(2-fluoro-3-formyl-4-(4,4,5,5-tetramethyl-1,3,2-dioxaborolan-2-yl)phenoxy)-2-methoxynicotinonitrile (1.45 g, 3.64 mmol) in methanol (15 mL) was put on an ice water bath. Sodium borohydride was added in portions. The reaction was stirred at 0° C. for five minutes and then stirred at room temperature for 2 hours. The reaction was cooled again to 0° C. on an ice water bath and sodium borohydride (0.034 g, 0.91 mmol) was added. The reaction was stirred at room temperature for 1 hour.... Starting materials: Cc1nnc(-c2ccccc2[N+](=O)[O-])n1-c1ccccc1C(=O)O, C1CCOC1. Yields the product Cc1nnc(-c2ccccc2N)n1-c1ccccc1C(=O)O. RXN SMILES: [CH3:1][c:2]1[n:3][n:4][c:5](-[c:16]2[c:17]([N+:22]([O-:23])=[O:24])[cH:18][cH:19][cH:20][cH:21]2)[n:6]1-[c:7]1[c:8]([C:9](=[O:10])[OH:11])[cH:12][cH:13][cH:14][cH:15]1.[O:25]1[CH2:26][CH2:27][CH2:28][CH2:29]1>>[CH3:1][c:2]1[n:3][n:4][c:5](-[c:16]2[c:17]([NH2:22])[cH:18][cH:19][cH:20][cH:21]2)[n:6]1-[c:7]1[c:8]([C:9](=[O:10])[OH:11])[cH:12][cH:13][cH:14][cH:15]1. The reactants are IC1=CC=CC=C1 (iodobenzene), BrC1=CC=2NC3=CC=CC=C3C2C=C1 (2-bromo-9H-carbazole), CC(C)([O-])C.[Na+] (sodium t-butoxide), C(C)(C)(C)P(C(C)(C)C)C(C)(C)C (tritertbutylphosphine). Reagents/catalysts: C=1C=CC(=CC1)/C=C/C(=O)/C=C/C2=CC=CC=C2.C=1C=CC(=CC1)/C=C/C(=O)/C=C/C2=CC=CC=C2.C=1C=CC(=CC1)/C=C/C(=O)/C=C/C2=CC=CC=C2.[Pd].[Pd] (Pd2(dba)3). Solvent: C1(=CC=CC=C1)C (toluene). Run at time 12 hour. The product is BrC1=CC=2N(C3=CC=CC=C3C2C=C1)C1=CC=CC=C1 (2-bromo-9-phenylcarbazole). Isolated yield 37.3%. As a reaction SMILES: I[C:2]1[CH:7]=[CH:6][CH:5]=[CH:4][CH:3]=1.[Br:8][C:9]1[CH:21]=[CH:20][C:19]2[C:18]3[C:13](=[CH:14][CH:15]=[CH:16][CH:17]=3)[NH:12][C:11]=2[CH:10]=1.CC(C)([O-])C.[Na+].C(P(C(C)(C)C)C(C)(C)C)(C)(C)C>C1(C)C=CC=CC=1.C1C=CC(/C=C/C(/C=C/C2C=CC=CC=2)=O)=CC=1.C1C=CC(/C=C/C(/C=C/C2C=CC=CC=2)=O)=CC=1.C1C=CC(/C=C/C(/C=C/C2C=CC=CC=2)=O)=CC=1.[Pd].[Pd]>[Br:8][C:9]1[CH:21]=[CH:20][C:19]2[C:18]3[C:13](=[CH:14][CH:15]=[CH:16][CH:17]=3)[N:12]([C:2]3[CH:7]=[CH:6][CH:5]=[CH:4][CH:3]=3)[C:11]=2[CH:10]=1 |f:2.3,6.7.8.9.10|. Reported procedure: 30.51 g (149.56 mmol) of iodobenzene, 18.32 g (74.78 mmol) of 2-bromo-9H-carbazole, 14.37 g (149.56 mmol) of sodium t-butoxide, and 1.81 ml (7.48 mmol) of tritertbutylphosphine were dissolved in 300 ml of toluene, and 0.68 g (0.75 mmol) of Pd2(dba)3 was added thereto, and refluxed and agitated for 12 hours. After the reaction was finished, extraction was performed by dichloromethane, filtering was performed by silica gel, and the column was used at a ratio of hexane:MC=9:1 (v/v) to obtain 8.99 g... Starting materials: C(C(=O)C)C1=CC=C(OCC(CN)O)C=C1 ((4-acetonylphenoxy)-3-amino propan-2-ol), C(C)(=O)[O-].[Na+] (sodium acetate), N#CBr (cyanogen bromide), ethylene ketal. Run in CO (methanol), Cl (hydrochloric acid), CO (methanol), CO (methanol). Conditions: time 20 hour. Product: NC=1OC(CN1)COC1=CC=C(C=C1)CC(=O)C (2-amino-5-(4-acetonylphenoxymethyl]-4,5-dihydrooxazole). RXN SMILES: [N:1]#[C:2]Br.[CH2:4]([C:8]1[CH:19]=[CH:18][C:11]([O:12][CH2:13][CH:14]([OH:17])[CH2:15][NH2:16])=[CH:10][CH:9]=1)[C:5]([CH3:7])=[O:6].C([O-])(=O)C.[Na+]>CO.Cl>[NH2:1][C:2]1[O:17][CH:14]([CH2:13][O:12][C:11]2[CH:18]=[CH:19][C:8]([CH2:4][C:5]([CH3:7])=[O:6])=[CH:9][CH:10]=2)[CH2:15][N:16]=1 |f:2.3|. Procedure: A solution of cyanogen bromide (0.88 g) in methanol (100 ml) was added, dropwise, to a stirred solution of (4-acetonylphenoxy)-3-amino propan-2-ol), ethylene ketal (3.62 g) and sodium acetate (1.46 g) in methanol (30 ml). The reaction mixture was stirred at ambient temperature for 20 hr. evaporated, cooled in ice, diluted with 2N sodium hydroxide solution and extrated into chloroform. The organic layer was dried (MgSO4) and evaporated to an oil which was purified by column chromatography on sili... The reactants are CCCCCC.C(C)OC(C)=O (n-hexane ethylacetate), FC1=CC=C(C=C1)S(=O)(=O)N (4-fluorobenzenesulfonamide), Cl (hydrochloric acid), ClC=1C=C(C(=O)Cl)C=C(N1)OC (2-chloro-6-methoxyisonicotinoyl chloride). Solvent: N1=CC=CC=C1 (pyridine). Reaction conditions: time 2 hour. The product is FC1=CC=C(C=C1)S(=O)(=O)NC(C1=CC(=NC(=C1)OC)Cl)=O (N-(4-fluorophenylsulfonyl)-2-chloro-6-methoxy isonicotinamide). Yield: 60.9%. Reaction SMILES: [F:1][C:2]1[CH:7]=[CH:6][C:5]([S:8]([NH2:11])(=[O:10])=[O:9])=[CH:4][CH:3]=1.[Cl:12][C:13]1[CH:14]=[C:15]([CH:19]=[C:20]([O:22][CH3:23])[N:21]=1)[C:16](Cl)=[O:17].Cl.CCCCCC.C(OC(=O)C)C>N1C=CC=CC=1>[F:1][C:2]1[CH:3]=[CH:4][C:5]([S:8]([NH:11][C:16](=[O:17])[C:15]2[CH:19]=[C:20]([O:22][CH3:23])[N:21]=[C:13]([Cl:12])[CH:14]=2)(=[O:9])=[O:10])=[CH:6][CH:7]=1 |f:3.4|. Reported procedure: 1.75 g (0.01 mol) of 4-fluorobenzenesulfonamide were dissolved in 30 ml of pyridine, and added dropwise by 2.06 g (0.01 mol) of 2-chloro-6-methoxyisonicotinoyl chloride at 0° C. to 5° C., followed by agitation for 2 hrs. at room temperature. After acidified by adding aqueous hydrochloric acid, the precipitate was extracted by ethyl acetate. The organic layer obtained was dried and them concentrated to precipitate crude crystals, which were recrystallized by n-hexane/ethylacetate to 2.1 g (yield:... The reactants are O=C(n1ccnc1)n1ccnc1, C1CCOC1, Cc1ccc2c(c1)C(N(CCCCC(=O)O)S(C)(=O)=O)CC(C)(C)O2, NCCc1ccccn1. The product is Cc1ccc2c(c1)C(N(CCCCC(=O)NCCc1ccccn1)S(C)(=O)=O)CC(C)(C)O2. Reaction SMILES: [C:26]([n:27]1[cH:28][cH:29][n:30][cH:31]1)([n:32]1[cH:33][cH:34][n:35][cH:36]1)=[O:37].[CH2:47]1[O:48][CH2:49][CH2:50][CH2:51]1.[CH3:1][S:2](=[O:3])(=[O:4])[N:5]([CH2:6][CH2:7][CH2:8][CH2:9][C:10](=[O:11])[OH:12])[CH:13]1[CH2:14][C:15]([CH3:24])([CH3:25])[O:16][c:17]2[cH:18][cH:19][c:20]([CH3:23])[cH:21][c:22]21.[NH2:38][CH2:39][CH2:40][c:41]1[n:42][cH:43][cH:44][cH:45][cH:46]1>>[CH3:1][S:2](=[O:3])(=[O:4])[N:5]([CH2:6][CH2:7][CH2:8][CH2:9][C:10](=[O:11])[NH:38][CH2:39][CH2:40][c:41]1[n:42][cH:43][cH:44][cH:45][cH:46]1)[CH:13]1[CH2:14][C:15]([CH3:24])([CH3:25])[O:16][c:17]2[cH:18][cH:19][c:20]([CH3:23])[cH:21][c:22]21. Reactants: O1CCOCC1 (dioxane), N1C=CC2=CC=CC(=C12)C=1C(NC(C1C1=CNC2=CC=CC=C12)=O)=O (3-(1H-indol-7-yl)-4-(1H-indol-3-yl)-pyrrole-2,5-dione), II (iodine). Yields the product EtOAc hexanes, C=1C=NC=2C1CC=C1C2C=2C(=C3C=4CC(C=CC4N=C13)=O)C(NC2)=O (5H,7H,13H-indolo[6,7-a]-pyrrolo[3,4-c]-carbazole-6,8-dione). The yield is 30.0%. Reaction SMILES: [NH:1]1[C:9]2[C:4](=[CH:5][CH:6]=[CH:7][C:8]=2[C:10]2[C:11](=O)[NH:12][C:13](=[O:24])[C:14]=2[C:15]2[C:23]3[C:18](=[CH:19][CH:20]=[CH:21][CH:22]=3)[NH:17][CH:16]=2)[CH:3]=[CH:2]1.II.[O:28]1CCOCC1>>[CH:3]1[CH:2]=[N:1][C:9]2[C:4]=1[CH2:5][CH:6]=[C:7]1[C:16]3[C:15]([C:23]4[CH2:22][C:21](=[O:28])[CH:20]=[CH:19][C:18]=4[N:17]=3)=[C:14]3[C:13](=[O:24])[NH:12][CH:11]=[C:10]3[C:8]=21. Procedure details: A solution of 3-(1H-indol-7-yl)-4-(1H-indol-3-yl)-pyrrole-2,5-dione (140 mg, 0.428 mmol) and iodine (114 mg, 0.449 mmol) in dioxane (200 mL) was photolyzed with a 450 W Hanovia lamp fitted with pyrex filter for 20 minutes. The mixture was concentrated to ˜20 mL, poured into EtOAc and washed with 10% aq NaHSO3, water (3×), saturated aq NaHCO3, and brine, dried (MgSO4), filtered and concentrated onto SiO2. Flash Chromatography (30% EtOAc/hexanes) afforded the title compound as an orange powder whi... Isolated yield 113.7%. RXN SMILES: [Cl:1][C:2]1[CH:29]=[CH:28][CH:27]=[CH:26][C:3]=1[CH2:4][N:5]([C:11]1[C:16]([C:17]([F:20])([F:19])[F:18])=[CH:15][C:14]([C:21]#[N:22])=[CH:13][C:12]=1[N+:23]([O-])=O)[C:6](=[O:10])[O:7][CH2:8][CH3:9].C(=O)(O)[O-].[Na+]>CO.[Cl-].[Ti+3].[Cl-].[Cl-]>[NH2:23][C:12]1[CH:13]=[C:14]([C:21]#[N:22])[CH:15]=[C:16]([C:17]([F:19])([F:20])[F:18])[C:11]=1[N:5]([CH2:4][C:3]1[CH:26]=[CH:27][CH:28]=[CH:29][C:2]=1[Cl:1])[C:6](=[O:10])[O:7][CH2:8][CH3:9] |f:1.2,4.5.6.7|. Run in CO (methanol). Yields the product NC1=C(C(=CC(=C1)C#N)C(F)(F)F)N(C(OCC)=O)CC1=C(C=CC=C1)Cl (ethyl 2-amino-4-cyano-6-(trifluoromethyl)phenyl(2-chlorobenzyl)carbamate). Procedure details: Ethyl 2-chlorobenzyl[4-cyano-2-nitro-6-(trifluoromethyl)phenyl]carbamate (298.4 mg) was dissolved in methanol (30 ml), and to the solution were added titanium(III) chloride solution (6.672 g) under ice-cooling. After stirring for 20 minutes, to the reaction mixture was added saturated aqueous sodium bicarbonate solution, and the mixture was extracted with ethyl acetate. The organic layer was washed with saturated brine, dried over anhydrous magnesium sulfate, and concentrated in vacuo to give th... Run at time 20 minute. The reagents and catalysts are [Cl-].[Ti+3].[Cl-].[Cl-] (titanium(III) chloride). Reactants: ClC1=C(CN(C(OCC)=O)C2=C(C=C(C=C2C(F)(F)F)C#N)[N+](=O)[O-])C=CC=C1 (Ethyl 2-chlorobenzyl[4-cyano-2-nitro-6-(trifluoromethyl)phenyl]carbamate), C([O-])(O)=O.[Na+] (sodium bicarbonate). Reactants: COC(C#C)(C)C (3-methoxy-3-methyl-1-butyne), FC=1C=CC2=C(C(N(CC=3N2C=NC3I)C)=O)C1 (8-fluoro-4,5-dihydro-3-iodo-5-methyl-6H-imidazo[1,5-a][1,4]benzodiazepin-6-one). Reagents/catalysts: Cl[Pd]([P](C1=CC=CC=C1)(C2=CC=CC=C2)C3=CC=CC=C3)([P](C4=CC=CC=C4)(C5=CC=CC=C5)C6=CC=CC=C6)Cl (bis-(triphenylphosphine)-palladium(II) dichloride), [Cu]I (copper(I) iodide). Solvent: C(C)NCC (diethylamine). The product is FC=1C=CC2=C(C(N(CC=3N2C=NC3C#CC(C)(C)OC)C)=O)C1 (8-fluoro-4,5-dihydro-3-(3-methoxy-3-methyl-1-butynyl)-5-methyl-6H-imidazo[1,5-a][1,4]benzodiazepin-6-one). RXN SMILES: [F:1][C:2]1[CH:3]=[CH:4][C:5]2[N:11]3[CH:12]=[N:13][C:14](I)=[C:10]3[CH2:9][N:8]([CH3:16])[C:7](=[O:17])[C:6]=2[CH:18]=1.[CH3:19][O:20][C:21]([CH3:25])([CH3:24])[C:22]#[CH:23]>C(NCC)C.Cl[Pd](Cl)([P](C1C=CC=CC=1)(C1C=CC=CC=1)C1C=CC=CC=1)[P](C1C=CC=CC=1)(C1C=CC=CC=1)C1C=CC=CC=1.[Cu]I>[F:1][C:2]1[CH:3]=[CH:4][C:5]2[N:11]3[CH:12]=[N:13][C:14]([C:23]#[C:22][C:21]([O:20][CH3:19])([CH3:25])[CH3:24])=[C:10]3[CH2:9][N:8]([CH3:16])[C:7](=[O:17])[C:6]=2[CH:18]=1 |^1:33,52|. Reported procedure: 3.57 g (10 mmol) of 8-fluoro-4,5-dihydro-3-iodo-5-methyl-6H-imidazo[1,5-a][1,4]benzodiazepin-6-one was heated to boiling under reflux for 4 hours with 1.22 g (12.5 mmol) of 3-methoxy-3-methyl-1-butyne, 70 mg of bis-(triphenylphosphine)-palladium(II) dichloride and 10 mg of copper(I) iodide in 30 ml of diethylamine. The reaction mixture was evaporated and the residue was chromatographed on silica gel while eluting with ethyl acetate. After recrystallization from ethyl acetate there was obtained 8...